From a dataset of the Open Reaction Database (ORD), a public repository of structured organic reaction records. describe an organic reaction: reactants, conditions, products, and yield Reactants: CN(CCCCN)C (4-dimethylaminobutylamine), ClC1=CC=C(C=N1)C(=O)NC1=C(C=CC(=C1)NC(=O)C1=CC(=NC=C1)N1CCOCC1)C (6-chloro-N-[2-methyl-5-(2-morpholinopyrid-4-ylcarbonylamino)phenyl]pyridine-3-carboxamide). The solvent is O (water). Reaction conditions: temperature 100 celsius. The product is CN(CCCCNC1=CC=C(C=N1)C(=O)NC1=C(C=CC(=C1)NC(=O)C1=CC(=NC=C1)N1CCOCC1)C)C (6-(4-dimethylaminobutylamino)-N-[2-methyl-5-(2-morpholinopyrid-4-ylcarbonylamino)phenyl]pyridine-3-carboxamide). RXN SMILES: [CH3:1][N:2]([CH3:8])[CH2:3][CH2:4][CH2:5][CH2:6][NH2:7].Cl[C:10]1[N:15]=[CH:14][C:13]([C:16]([NH:18][C:19]2[CH:24]=[C:23]([NH:25][C:26]([C:28]3[CH:33]=[CH:32][N:31]=[C:30]([N:34]4[CH2:39][CH2:38][O:37][CH2:36][CH2:35]4)[CH:29]=3)=[O:27])[CH:22]=[CH:21][C:20]=2[CH3:40])=[O:17])=[CH:12][CH:11]=1>O>[CH3:1][N:2]([CH3:8])[CH2:3][CH2:4][CH2:5][CH2:6][NH:7][C:10]1[N:15]=[CH:14][C:13]([C:16]([NH:18][C:19]2[CH:24]=[C:23]([NH:25][C:26]([C:28]3[CH:33]=[CH:32][N:31]=[C:30]([N:34]4[CH2:35][CH2:36][O:37][CH2:38][CH2:39]4)[CH:29]=3)=[O:27])[CH:22]=[CH:21][C:20]=2[CH3:40])=[O:17])=[CH:12][CH:11]=1. Procedure details: A mixture of 4-dimethylaminobutylamine (5 ml) and 6-chloro-N-[2-methyl-5-(2-morpholinopyrid-4-ylcarbonylamino)phenyl]pyridine-3-carboxamide (0.181 g) was stirred and heated to 100° C. for 16 hours. The mixture was poured into water (50 ml) and stirred for 20 minutes. The resultant solid was isolated, washed with diethyl ether and under vacuum at 40° C. There was thus obtained the title compound (0.17 g); NMR Spectrum: (DMSOd6) 1.4-1.6 (m, 4H), 2.1 (s, 6H), 2.19 (s, 3H), 2.21 (m, 2H), 3.52 (m, 6H... Starting materials: CCO, COC(=O)C=Cc1ccc2nc(C)n(Cc3ccccc3Cl)c2c1, Cl, [Na+], [OH-]. The product is Cc1nc2ccc(C=CC(=O)O)cc2n1Cc1ccccc1Cl. RXN SMILES: [CH3:28][CH2:29][OH:30].[Cl:1][c:2]1[c:3]([CH2:4][n:5]2[c:6]([CH3:20])[n:7][c:8]3[c:9]2[cH:10][c:11]([CH:14]=[CH:15][C:16](=[O:17])[O:18][CH3:19])[cH:12][cH:13]3)[cH:21][cH:22][cH:23][cH:24]1.[ClH:27].[Na+:26].[OH-:25]>>[Cl:1][c:2]1[c:3]([CH2:4][n:5]2[c:6]([CH3:20])[n:7][c:8]3[c:9]2[cH:10][c:11]([CH:14]=[CH:15][C:16](=[O:17])[OH:18])[cH:12][cH:13]3)[cH:21][cH:22][cH:23][cH:24]1. Starting materials: solid, Cl.Cl.O1C=C(C=C2C1=CC=C2)C2N(CCCC2)CC[C@@H]2CC[C@H](CC2)N (trans-4-[2-(4-benzofuran-3-yl-piperidin-1-yl)-ethyl]-cyclohexylamine dihydrochloride), Cl.Cl.O1C=C(C=C2C1=CC=C2)C2N(CCCC2)CC[C@@H]2CC[C@H](CC2)N (trans-4-[2-(4-benzofuran-3-yl-piperidin-1-yl)-ethyl]-cyclohexylamine dihydrochloride), CS(=O)(=O)C1=CC=C(C(=O)O)C=C1 (4-methanesulfonyl-benzoic acid). Yields the product O1C=C(C=C2C1=CC=C2)C2N(CCCC2)CC[C@@H]2CC[C@H](CC2)NC(C2=CC=C(C=C2)S(=O)(=O)C)=O (trans-N-{4-[2-(4-Benzofuran-3-yl-piperidin-1-yl)-ethyl]-cyclohexyl}-4-methanesulfonyl-benzamide). RXN SMILES: Cl.Cl.[O:3]1[C:8]2=[CH:9][CH:10]=[CH:11][C:7]2=[CH:6][C:5]([CH:12]2[CH2:17][CH2:16][CH2:15][CH2:14][N:13]2[CH2:18][CH2:19][C@H:20]2[CH2:25][CH2:24][C@H:23]([NH2:26])[CH2:22][CH2:21]2)=[CH:4]1.[CH3:27][S:28]([C:31]1[CH:39]=[CH:38][C:34]([C:35](O)=[O:36])=[CH:33][CH:32]=1)(=[O:30])=[O:29]>>[O:3]1[C:8]2=[CH:9][CH:10]=[CH:11][C:7]2=[CH:6][C:5]([CH:12]2[CH2:17][CH2:16][CH2:15][CH2:14][N:13]2[CH2:18][CH2:19][C@H:20]2[CH2:21][CH2:22][C@H:23]([NH:26][C:35](=[O:36])[C:34]3[CH:33]=[CH:32][C:31]([S:28]([CH3:27])(=[O:30])=[O:29])=[CH:39][CH:38]=3)[CH2:24][CH2:25]2)=[CH:4]1 |f:0.1.2|. Procedure details: The title compound, off-white solid (95 mg, 75%), MS (ISP) m/z=509.3 [(M+H)+], mp 224° C., was prepared in accordance with the general method of example 1 from trans-4-[2-(4-benzofuran-3-yl-piperidin-1-yl)-ethyl]-cyclohexylamine dihydrochloride (intermediate A) (100 mg, 0.25 mmol) and 4-methanesulfonyl-benzoic acid. Starting materials: CO (methanol), C([O-])([O-])=O.[Na+].[Na+] (sodium carbonate), S(O)(O)(=O)=O (sulfuric acid), CNS(=O)(=O)C=1C=C(C2=C(OCCO2)C1)C(=O)O (7-methylsulfamoyl-1,4-benzodioxane-5-carboxylic acid). Solvent: O (water). Product: COC(=O)C1=CC(=CC=2OCCOC21)S(NC)(=O)=O (methyl-7-methylsulfamoyl-1,4-benzodioxane-5-carboxylate). Yield: 85.0%. Reaction SMILES: CO.S(=O)(=O)(O)O.[CH3:8][NH:9][S:10]([C:13]1[CH:14]=[C:15]([C:23]([OH:25])=[O:24])[C:16]2[O:21][CH2:20][CH2:19][O:18][C:17]=2[CH:22]=1)(=[O:12])=[O:11].[C:26](=O)([O-])[O-].[Na+].[Na+]>O>[CH3:26][O:24][C:23]([C:15]1[C:16]2[O:21][CH2:20][CH2:19][O:18][C:17]=2[CH:22]=[C:13]([S:10](=[O:11])(=[O:12])[NH:9][CH3:8])[CH:14]=1)=[O:25] |f:3.4.5|. Reported procedure: 750 ml of methanol were introduced into a balloon flask provided with a condenser. Then, under cooling, 273 g of concentrated sulfuric acid and 160 g of 7-methylsulfamoyl-1,4-benzodioxane-5-carboxylic acid were added. The mixture was heated under reflux, cooled and poured into water and sodium carbonate. The precipitate was dried off, washed and dried. 143 g of methyl-7-methylsulfamoyl-1,4-benzodioxane-5-carboxylate were obtained (M.P.: 159°-160° C.: yield: 85%). Reactants: C=1C=CC(=CC1)CC2=NCCN2 (tolazoline), FC1=C(C=CC(=C1)F)[N+](=O)[O-] (2,4-difluoronitrobenzene), C([O-])([O-])=O.[K+].[K+] (potassium carbonate). The solvent is C(C)(C)O (isopropanol). Run at temperature 50 celsius. Product: FC1=CC=C2[N+](=C(C=3N(C2=C1)CCN3)C3=CC=CC=C3)[O-] (1,2-dihydro-8-fluoro-4-phenylimidazo[1,2-a]quinoxaline 5-oxide). Isolated yield 54.7%. RXN SMILES: [CH:1]1[CH:2]=[CH:3][C:4]([CH2:7][C:8]2[NH:12][CH2:11][CH2:10][N:9]=2)=[CH:5][CH:6]=1.F[C:14]1[CH:19]=[C:18]([F:20])[CH:17]=[CH:16][C:15]=1[N+:21]([O-])=[O:22].C(=O)([O-])[O-].[K+].[K+]>C(O)(C)C>[F:20][C:18]1[CH:19]=[C:14]2[C:15]([N+:21]([O-:22])=[C:7]([C:4]3[CH:5]=[CH:6][CH:1]=[CH:2][CH:3]=3)[C:8]3[N:9]2[CH2:10][CH2:11][N:12]=3)=[CH:16][CH:17]=1 |f:2.3.4|. Procedure: A mixture of tolazoline (40 g, 0.25 mol), 2,4-difluoronitrobenzene (39.75 g, 0.25 mol) and potassium carbonate (17.26 g, 0.125 mol) in isopropanol (500 ml) was heated to 50° C. for a period of two days. The solvent was removed in vacuo from the mixture and the residue was dissolved in dichloromethane. The resulting solution was filtered and the solvent removed in vacuo to yield a yellow solid which was chromatographed on silica gel using 2% methanol/chloroform as the eluent to yield 1,2-dihydro-... The reactants are Cl.NN (hydrazine monohydrochloride), [Li+].[OH-] (LiOH), [C@@H]12C(CC[C@H]2C1)=O ((1R,5S)-bicyclo[3.1.0]hexan-2-one), C(C(=O)OCC)(=O)OCC (diethyl oxalate), CC(C)([O-])C.[K+] (potassium tert-butoxide), Cl (HCl). Solvent: O (H2O), CCO (EtOH). Reaction conditions: time 15 hour. The product is C1[C@@H]2[C@H]1CC=1C(=NNC21)C(=O)O ((1aR,5aR)-1a,2,5,5a-tetrahydro-1H-2,3-diazacyclopropa[a]pentalene-4-carboxylic Acid). Isolated yield 25.8%. Reaction SMILES: [C@@H:1]12[CH2:6][C@@H:5]1[CH2:4][CH2:3][C:2]2=O.[C:8](OCC)(=O)[C:9]([O:11]CC)=[O:10].CC(C)([O-])C.[K+].Cl.[NH2:25][NH2:26].[Li+].[OH-].Cl>CCO.O>[CH2:6]1[C@@H:5]2[CH2:4][C:3]3[C:8]([C:9]([OH:11])=[O:10])=[N:25][NH:26][C:2]=3[C@H:1]12 |f:2.3,4.5,6.7|. Procedure: To a solution of (1R,5S)-bicyclo[3.1.0]hexan-2-one (729 mg, 7.6 mmol) and diethyl oxalate (1030 μL, 7.6 mmol) in EtOH at 0° C. under N2 was added 1 M potassium tert-butoxide (8342 μL, 8.3 mmol). The mixture was warmed to room temperature and stirred for 6 h at which time hydrazine monohydrochloride (779 mg, 11.4 mmol) in H2O (4 mL) was added. The mixture was stirred for 15 h and the ethanol was removed under reduced pressure. The mixture was diluted with H2O and extracted with EtOAc. The combine... The reactants are Cn1nccc1-c1cc(C(=O)O)cs1, CCN(C(C)C)C(C)C, ClCCl, CC(C)(C)OC(=O)NCC(N)c1cccc2ccccc12. The product is Cn1nccc1-c1cc(C(=O)NC(CNC(=O)OC(C)(C)C)c2cccc3ccccc23)cs1. Reaction SMILES: [CH3:1][n:2]1[n:3][cH:4][cH:5][c:6]1-[c:7]1[cH:8][c:9]([C:12](=[O:13])[OH:14])[cH:10][s:11]1.[CH:15]([N:16]([CH:17]([CH3:18])[CH3:19])[CH2:20][CH3:21])([CH3:22])[CH3:23].[Cl:45][CH2:46][Cl:47].[NH2:24][CH:25]([CH2:26][NH:27][C:28]([O:29][C:30]([CH3:31])([CH3:32])[CH3:33])=[O:34])[c:35]1[cH:36][cH:37][cH:38][c:39]2[cH:40][cH:41][cH:42][cH:43][c:44]12>>[CH3:1][n:2]1[n:3][cH:4][cH:5][c:6]1-[c:7]1[cH:8][c:9]([C:12](=[O:14])[NH:24][CH:25]([CH2:26][NH:27][C:28]([O:29][C:30]([CH3:31])([CH3:32])[CH3:33])=[O:34])[c:35]2[cH:36][cH:37][cH:38][c:39]3[cH:40][cH:41][cH:42][cH:43][c:44]23)[cH:10][s:11]1. Starting materials: CCO, CC(=O)C(=O)[O-], O=Cc1ccc(Cl)cc1, Cl, [Na+], [Na+], [OH-]. The product is O=C(O)C(=O)C=Cc1ccc(Cl)cc1. Reaction SMILES: [CH3:20][CH2:21][OH:22].[CH3:2][C:3](=[O:4])[C:5]([O-:6])=[O:7].[Cl:10][c:11]1[cH:12][cH:13][c:14]([CH:15]=[O:16])[cH:17][cH:18]1.[ClH:19].[Na+:1].[Na+:9].[OH-:8]>>[CH:2]([C:3](=[O:4])[C:5]([OH:6])=[O:7])=[CH:15][c:14]1[cH:13][cH:12][c:11]([Cl:10])[cH:18][cH:17]1.